Dataset: the Open Reaction Database (ORD), a public repository of structured organic reaction records. Task: describe an organic reaction: reactants, conditions, products, and yield Starting materials: 18.3, NC1=NC(=CC(=N1)OCCOC)C (2-amino-4-(2-methoxyethoxy)-6-methylpyrimidine), ClC1=C(C=CC=C1)S(=O)(=O)N=C=O (2-chlorobenzenesulfonylisocyanate). Run in C(Cl)Cl (methylene chloride). Run at time 2 hour. Product: 35, COCCOC1=NC(=NC(=C1)C)NC(=O)NS(=O)(=O)C1=C(C=CC=C1)Cl (N-[[4-(2-methoxyethoxy)-6-methylpyrimidine-2-yl]aminocarbonyl]-2-chlorobenzenesulfonamide). As a reaction SMILES: [NH2:1][C:2]1[N:7]=[C:6]([O:8][CH2:9][CH2:10][O:11][CH3:12])[CH:5]=[C:4]([CH3:13])[N:3]=1.[Cl:14][C:15]1[CH:20]=[CH:19][CH:18]=[CH:17][C:16]=1[S:21]([N:24]=[C:25]=[O:26])(=[O:23])=[O:22]>C(Cl)Cl>[CH3:12][O:11][CH2:10][CH2:9][O:8][C:6]1[CH:5]=[C:4]([CH3:13])[N:3]=[C:2]([NH:1][C:25]([NH:24][S:21]([C:16]2[CH:17]=[CH:18][CH:19]=[CH:20][C:15]=2[Cl:14])(=[O:22])=[O:23])=[O:26])[N:7]=1. Procedure details: To a dry stirred solution of 18.3 parts of 2-amino-4-(2-methoxyethoxy)-6-methylpyrimidine in 300 parts of methylene chloride at ambient temperature and pressure was added 22 parts of 2-chlorobenzenesulfonylisocyanate. The mixture was stirred for 2 hours and then the methylene chloride was removed under reduced pressure. The resulting solid was triturated with 1-chlorobutane and filtered to yield 35 parts of N-[[4-(2-methoxyethoxy)-6-methylpyrimidine-2-yl]aminocarbonyl]-2-chlorobenzenesulfonamide... Product: ClC1=CC=C(C=C1)SC(CCCC)C1=C(C=CC(=C1)F)F (2-[1-[(4-Chlorophenyl)thio]pentyl]-1,4-difluorobenzene). Procedure: At 0° C., 4-chlorobenzenethiol (435 mg, 3.00 mmol), triphenylphosphine (798 mg, 3.00 mmol), and diisopropyl azodicarboxylate (588 μl, 3.00 mmol) were successively added to a solution of 1-(2,5-difluorophenyl)-1-pentanol (300 mg, 1.50 mmol) in methylene chloride (6 ml). The reaction mixture was stirred at room temperature for 15 hours, diluted with methylene chloride, and then washed successively with a 1N aqueous solution of sodium hydroxide and brine. After drying over MgSO4, the mixture was co... Reaction SMILES: [Cl:1][C:2]1[CH:7]=[CH:6][C:5]([SH:8])=[CH:4][CH:3]=1.C1(P(C2C=CC=CC=2)C2C=CC=CC=2)C=CC=CC=1.N(C(OC(C)C)=O)=NC(OC(C)C)=O.[F:42][C:43]1[CH:48]=[CH:47][C:46]([F:49])=[CH:45][C:44]=1[CH:50](O)[CH2:51][CH2:52][CH2:53][CH3:54]>C(Cl)Cl>[Cl:1][C:2]1[CH:7]=[CH:6][C:5]([S:8][CH:50]([C:44]2[CH:45]=[C:46]([F:49])[CH:47]=[CH:48][C:43]=2[F:42])[CH2:51][CH2:52][CH2:53][CH3:54])=[CH:4][CH:3]=1. Solvent: C(Cl)Cl (methylene chloride), C(Cl)Cl (methylene chloride). Starting materials: ClC1=CC=C(C=C1)S (4-chlorobenzenethiol), C1(=CC=CC=C1)P(C1=CC=CC=C1)C1=CC=CC=C1 (triphenylphosphine), N(=NC(=O)OC(C)C)C(=O)OC(C)C (diisopropyl azodicarboxylate), FC1=C(C=C(C=C1)F)C(CCCC)O (1-(2,5-difluorophenyl)-1-pentanol). Reaction conditions: time 15 hour. Reactants: CC1(OCCO1)C1=CC=C(O1)CN1N=C(C=C1)N (1-[5-(2-methyl-[1,3]dioxolan-2-yl)-furan-2-ylmethyl]-1H-pyrazol-3-ylamine), ClC1=C(C=C(C=C1F)/C=C/C(=O)O)F ((E)-3-(4-chloro-3,5-difluoro-phenyl)-acrylic acid), 01b. Yields the product C(C)(=O)C1=CC=C(O1)CN1N=C(C=C1)NC(\C=C\C1=CC(=C(C(=C1)F)Cl)F)=O ((E)-N-[1-(5-Acetyl-furan-2-ylmethyl)-1H-pyrazol-3-yl]-3-(4-chloro-3,5-difluoro-phenyl)-acrylamide). RXN SMILES: [CH3:1][C:2]1([C:7]2[O:11][C:10]([CH2:12][N:13]3[CH:17]=[CH:16][C:15]([NH2:18])=[N:14]3)=[CH:9][CH:8]=2)[O:6]CCO1.[Cl:19][C:20]1[C:25]([F:26])=[CH:24][C:23](/[CH:27]=[CH:28]/[C:29](O)=[O:30])=[CH:22][C:21]=1[F:32]>>[C:2]([C:7]1[O:11][C:10]([CH2:12][N:13]2[CH:17]=[CH:16][C:15]([NH:18][C:29](=[O:30])/[CH:28]=[CH:27]/[C:23]3[CH:24]=[C:25]([F:26])[C:20]([Cl:19])=[C:21]([F:32])[CH:22]=3)=[N:14]2)=[CH:9][CH:8]=1)(=[O:6])[CH3:1]. Procedure: Following general procedure B followed by T, starting from 1-[5-(2-methyl-[1,3]dioxolan-2-yl)-furan-2-ylmethyl]-1H-pyrazol-3-ylamine and (E)-3-(4-chloro-3,5-difluoro-phenyl)-acrylic acid. LC-MS-conditions 01b: tR=0.97 min; [M+H]+=406.11. The product is CCc1ccc(-c2nc(Cl)c3ccccc3n2)cc1. RXN SMILES: [CH2:1]([CH3:2])[c:3]1[cH:4][cH:5][c:6](-[c:9]2[n:10][c:11]3[cH:12][cH:13][cH:14][cH:15][c:16]3[c:17](=[O:19])[nH:18]2)[cH:7][cH:8]1.[CH3:24][N:25]([CH3:26])[CH:27]=[O:28].[S:20]([Cl:21])([Cl:22])=[O:23]>>[CH2:1]([CH3:2])[c:3]1[cH:4][cH:5][c:6](-[c:9]2[n:10][c:11]3[cH:12][cH:13][cH:14][cH:15][c:16]3[c:17]([Cl:22])[n:18]2)[cH:7][cH:8]1. Starting materials: CCc1ccc(-c2nc3ccccc3c(=O)[nH]2)cc1, CN(C)C=O, O=S(Cl)Cl. Reactants: CC(C)CC(NC(=O)C(Cc1c[nH]cn1)NC(=O)CNC(=O)c1ccccc1)C(=O)O, [Cl-], Cl, [Na+], [O-]B([O-])[O-], O, OCC(O)CO. Product: O=C(O)CNC(=O)c1ccccc1. RXN SMILES: [C:1]([CH2:2][NH:3][C:4](=[O:5])[c:6]1[cH:7][cH:8][cH:9][cH:10][cH:11]1)(=[O:12])[NH:13][CH:14]([C:15]([NH:16][CH:17]([C:18]([OH:19])=[O:20])[CH2:21][CH:22]([CH3:23])[CH3:24])=[O:25])[CH2:26][c:27]1[n:28][cH:29][nH:30][cH:31]1.[Cl-:37].[ClH:32].[Na+:38].[O-:33][B:34]([O-:35])[O-:36].[OH2:45].[OH:39][CH2:40][CH:41]([CH2:42][OH:43])[OH:44]>>[C:1]([CH2:2][NH:3][C:4](=[O:5])[c:6]1[cH:7][cH:8][cH:9][cH:10][cH:11]1)([OH:12])=[O:33]. Starting materials: C(C1=CC=CC=C1)(=O)N1C(CC2=CC=CC=C12)C(=O)O (1-benzoyl-2,3-dihydro-1H-indole-2-carboxylic acid), C(#CC(=O)OC)C(=O)OC (dimethyl acetylenedicarboxylate). Solvent: C(C)(=O)OC(C)=O (acetic anhydride). Run at temperature 120 celsius. Product: COC(=O)C=1C(=C(N2C1CC=1C=CC=CC21)C2=CC=CC=C2)C(=O)OC (3-phenyl-8H-3a-azacyclopenta[a]indene-1,2-dicarboxylic acid dimethyl ester). As a reaction SMILES: [C:1]([N:9]1[C:17]2[C:12](=[CH:13][CH:14]=[CH:15][CH:16]=2)[CH2:11][CH:10]1C(O)=O)(=O)[C:2]1[CH:7]=[CH:6][CH:5]=[CH:4][CH:3]=1.[C:21]([C:27]([O:29][CH3:30])=[O:28])#[C:22][C:23]([O:25][CH3:26])=[O:24]>C(OC(=O)C)(=O)C>[CH3:26][O:25][C:23]([C:22]1[C:21]([C:27]([O:29][CH3:30])=[O:28])=[C:1]([C:2]2[CH:3]=[CH:4][CH:5]=[CH:6][CH:7]=2)[N:9]2[C:17]3[CH:16]=[CH:15][CH:14]=[CH:13][C:12]=3[CH2:11][C:10]=12)=[O:24]. Procedure details: A mixture of 1-benzoyl-2,3-dihydro-1H-indole-2-carboxylic acid (7.48 g, 28 mmol) and dimethyl acetylenedicarboxylate (4.55 g, 32 mmol) in acetic anhydride (40 mL) was heated for 4.5 h at 120° C. until no gas was eliminated. The dark solution was concentrated in vacuo to dryness and the solid residue was recrystallized from methanol to yield 3-phenyl-8H-3a-azacyclopenta[a]indene-1,2-dicarboxylic acid dimethyl ester, 7.5 g (77%): mp 149-151° C.; 1H NMR (DMSO-d6) δ 3.62 (3H, s, OMe), 3.79 (3H, s, O... Starting materials: CC(C)C(=O)Cl, Cl, CN(C(=O)N(C)C1CN(C(=O)C2CCC(N)CC2)CC1c1ccc(F)cc1)c1cc(C(F)(F)F)cc(C(F)(F)F)c1. The product is CC(C)C(=O)NC1CCC(C(=O)N2CC(c3ccc(F)cc3)C(N(C)C(=O)N(C)c3cc(C(F)(F)F)cc(C(F)(F)F)c3)C2)CC1. Reaction SMILES: [C:43]([CH:44]([CH3:45])[CH3:46])(=[O:47])[Cl:48].[ClH:1].[NH2:2][CH:3]1[CH2:4][CH2:5][CH:6]([C:9](=[O:10])[N:11]2[CH2:12][CH:13]([N:23]([C:24](=[O:25])[N:26]([CH3:27])[c:28]3[cH:29][c:30]([C:38]([F:39])([F:40])[F:41])[cH:31][c:32]([C:34]([F:35])([F:36])[F:37])[cH:33]3)[CH3:42])[CH:14]([c:16]3[cH:17][cH:18][c:19]([F:22])[cH:20][cH:21]3)[CH2:15]2)[CH2:7][CH2:8]1>>[NH:2]([CH:3]1[CH2:4][CH2:5][CH:6]([C:9](=[O:10])[N:11]2[CH2:12][CH:13]([N:23]([C:24](=[O:25])[N:26]([CH3:27])[c:28]3[cH:29][c:30]([C:38]([F:39])([F:40])[F:41])[cH:31][c:32]([C:34]([F:35])([F:36])[F:37])[cH:33]3)[CH3:42])[CH:14]([c:16]3[cH:17][cH:18][c:19]([F:22])[cH:20][cH:21]3)[CH2:15]2)[CH2:7][CH2:8]1)[C:43]([CH:44]([CH3:45])[CH3:46])=[O:47]. Reactants: COC(=O)c1ccnc(-c2ccc(F)c(C#N)c2)c1, CC(C)(C)[O-], CS(C)=O, [K+], O, c1cn[nH]c1. Product: COC(=O)c1ccnc(-c2ccc(-n3cccn3)c(C#N)c2)c1. Reaction SMILES: [C:1](#[N:2])[c:3]1[cH:4][c:5](-[c:10]2[cH:11][c:12]([C:13](=[O:14])[O:15][CH3:16])[cH:17][cH:18][n:19]2)[cH:6][cH:7][c:8]1[F:9].[CH3:25][C:26]([CH3:27])([O-:28])[CH3:29].[CH3:31][S:32]([CH3:33])=[O:34].[K+:30].[OH2:35].[nH:20]1[n:21][cH:22][cH:23][cH:24]1>>[C:1](#[N:2])[c:3]1[cH:4][c:5](-[c:10]2[cH:11][c:12]([C:13](=[O:14])[O:15][CH3:16])[cH:17][cH:18][n:19]2)[cH:6][cH:7][c:8]1-[n:20]1[n:21][cH:22][cH:23][cH:24]1.